Dataset: the Open Reaction Database (ORD), a public repository of structured organic reaction records. Task: describe an organic reaction: reactants, conditions, products, and yield The reactants are C(=O)(OC(C)(C)C)NCC(=O)O (Boc-glycine), CC(CN)C1=CC=CC=C1 (β-methyl-phenethylamine), ON1N=NC2=C1C=CC=C2 (1-hydroxybenzo-triazole), C1(CCCCC1)N=C=NC1CCCCC1 (dicyclohexyl-carbodiimide), C(C)(C)N(CC)C(C)C (diisopropylethylamine). The solvent is C(Cl)Cl (methylene chloride). Reaction conditions: time 8 hour. Product: C(=O)(OC(C)(C)C)NCC(=O)NCC(NCC(C)C1=CC=CC=C1)=O (Nα-Boc-N-[(2-phenyl-propylcarbamoyl)-methyl]-glycinamide). The yield is 75882312.0%. Reaction SMILES: [C:1]([NH:8][CH2:9][C:10]([OH:12])=O)([O:3][C:4]([CH3:7])([CH3:6])[CH3:5])=[O:2].[CH3:13][CH:14]([C:17]1[CH:22]=[CH:21][CH:20]=[CH:19][CH:18]=1)[CH2:15][NH2:16].[OH:23]N1C2C=CC=CC=2N=N1.[CH:33]1([N:39]=C=NC2CCCCC2)CCCC[CH2:34]1.C(N(C(C)C)CC)(C)C>C(Cl)Cl>[C:1]([NH:8][CH2:9][C:10]([NH:39][CH2:33][C:34](=[O:23])[NH:16][CH2:15][CH:14]([C:17]1[CH:22]=[CH:21][CH:20]=[CH:19][CH:18]=1)[CH3:13])=[O:12])([O:3][C:4]([CH3:5])([CH3:6])[CH3:7])=[O:2]. Reported procedure: To a solution of Boc-glycine (2.1 g, 12 mmol) in methylene chloride (100 mL) was added β-methyl-phenethylamine (1.91 mL, 13.2 mmol), 1-hydroxybenzo-triazole (Hobt) (1.78 g, 13.2 nmol), dicyclohexyl-carbodiimide (DCC) (0.5 M DCC in methylene chloride; 26 mL, 13.2 mmol) and diisopropylethylamine (4.17 mL, 24 mmol). The reaction was stirred at room temperature overnight. The reaction solution was filtered. The filtrate was washed 3 times with brine. The organic solution was dried over MgSO4 and con... Reactants: OC1=C(C=CC2=CC=CC=C12)C(=O)O (1-hydroxy-2-naphthoic acid), C1(=CC=CC2=CC=CC=C12)O (1-Naphthol), ferric oxide, ferric oxide, phenols, [H][H] (hydrogen). The reagents and catalysts are [O-2].[Cr+3].[O-2].[O-2].[Cr+3] (chromium oxide), oxide. The solvent is CO (methanol). Conditions: temperature 400 celsius, time 3 hour. Yields the product CC1=C(C2=CC=CC=C2C=C1)O (2-methyl-1-naphthol). Reaction SMILES: [OH:1][C:2]1[C:11]2[C:6](=[CH:7][CH:8]=[CH:9][CH:10]=2)[CH:5]=[CH:4][C:3]=1[C:12](O)=O.C1(O)C2C(=CC=CC=2)C=CC=1.[H][H]>[O-2].[Cr+3].[O-2].[O-2].[Cr+3].CO>[CH3:12][C:3]1[CH:4]=[CH:5][C:6]2[C:11](=[CH:10][CH:9]=[CH:8][CH:7]=2)[C:2]=1[OH:1] |f:3.4.5.6.7|. Procedure details: Inoue et al (Chem. Pharm. Bull., 24 (9), 2199-2203, 1976) disclose ferric oxide and chromium oxide to be new alkylating catalyst of phenols. The activity and selectivity of these oxide catalysts were examined by liquid-phase reaction. 1-Naphthol, methanol and ferric oxide were charged in an autoclave equipped with a magnetic stirrer. After air in the autoclave was replaced by hydrogen, the temperature was raised to 400° C. over a period of 45 to 50 minutes. At such temperature, the pressure reac...